The task is: describe an organic reaction: reactants, conditions, products, and yield. This data is from the Open Reaction Database (ORD), a public repository of structured organic reaction records. The reactants are BrC=1C=C(C(=C2C(CCOC12)=O)F)F (8-bromo-5,6-difluoro-2,3-dihydrochromen-4-one), Cl.NO (hydroxylamine hydrochloride), C(C)(=O)[O-].[Na+] (sodium acetate). The solvent is C(C)O (ethanol), CCOC(=O)C (EtOAc). The product is BrC=1C=C(C(=C2C(CCOC12)=NO)F)F (8-Bromo-5,6-difluoro-2,3-dihydrochromen-4-one oxime). Yield: 94.9%. As a reaction SMILES: [Br:1][C:2]1[CH:3]=[C:4]([F:14])[C:5]([F:13])=[C:6]2[C:11]=1[O:10][CH2:9][CH2:8][C:7]2=O.Cl.[NH2:16][OH:17].C([O-])(=O)C.[Na+]>C(O)C.CCOC(C)=O>[Br:1][C:2]1[CH:3]=[C:4]([F:14])[C:5]([F:13])=[C:6]2[C:11]=1[O:10][CH2:9][CH2:8][C:7]2=[N:16][OH:17] |f:1.2,3.4|. Reported procedure: To a solution of 8-bromo-5,6-difluoro-2,3-dihydrochromen-4-one (7.2 mmol) in 40 mL of ethanol was added hydroxylamine hydrochloride (0.55 g, 7.9 mmol) and sodium acetate (0.65 g, 7.9 mmol). This mixture heated at reflux for 20 hrs. The mixture was cooled, diluted with EtOAc, washed with water and brine, and then dried over Na2SO4. Concentration of the solvent provided the title compound as a white solid (1.9 g). 1H NMR (300 MHz, 10% CD3OD in CDCl3): δ 7.3 (t, 1H), 4.2 (t, 2H), 2.9 (t, 2H). Starting materials: O=C1CCC(=O)N1Br, Cc1nn(C)c2[nH]c(=O)c3c(c12)CCCC3, ClC(Cl)Cl, CC(C)(C#N)N=NC(C)(C)C#N. Product: Cc1nn(C)c2[nH]c(=O)c3c(c12)C(Br)CCC3. RXN SMILES: [Br:17][N:18]1[C:19](=[O:20])[CH2:21][CH2:22][C:23]1=[O:24].[CH3:1][c:2]1[n:3][n:4]([CH3:16])[c:5]2[nH:6][c:7](=[O:15])[c:8]3[c:13]([c:14]12)[CH2:12][CH2:11][CH2:10][CH2:9]3.[CH:37]([Cl:38])([Cl:39])[Cl:40].[N:25]([C:26]([CH3:27])([CH3:28])[C:29]#[N:30])=[N:31][C:32]([CH3:33])([CH3:34])[C:35]#[N:36]>>[CH3:1][c:2]1[n:3][n:4]([CH3:16])[c:5]2[nH:6][c:7](=[O:15])[c:8]3[c:13]([c:14]12)[CH:12]([Br:17])[CH2:11][CH2:10][CH2:9]3. Reactants: Cl.CN(CCN1C=C(C(C2=CC=C(N=C12)C)=O)C(=O)O)C (1(2-Dimethylaminoethyl)-1,4-dihydro-7-methyl-4-oxo-1,8-naphthyridine-3-carboxylic acid, hydrochloride), N,N'-carbonyldiimidazole, NC1=NN=NN1 (5-Amino-1H-tetrazole). Run in CN(C=O)C (dimethylformamide). Conditions: time 36 hour. Product: CN(CCN1C=C(C(C2=CC=C(N=C12)C)=O)C(=O)NC1=NN=NN1)C (1(2-Dimethylaminoethyl)-1,4-dihydro-7-methyl-4-oxo-N(1 H-tetrazol-5-yl)-1,8-naphthyridine-3-carboxamide). Reaction SMILES: Cl.[CH3:2][N:3]([CH3:21])[CH2:4][CH2:5][N:6]1[C:15]2[C:10](=[CH:11][CH:12]=[C:13]([CH3:16])[N:14]=2)[C:9](=[O:17])[C:8]([C:18]([OH:20])=O)=[CH:7]1.[NH2:22][C:23]1[NH:27][N:26]=[N:25][N:24]=1>CN(C)C=O>[CH3:21][N:3]([CH3:2])[CH2:4][CH2:5][N:6]1[C:15]2[C:10](=[CH:11][CH:12]=[C:13]([CH3:16])[N:14]=2)[C:9](=[O:17])[C:8]([C:18]([NH:22][C:23]2[NH:27][N:26]=[N:25][N:24]=2)=[O:20])=[CH:7]1 |f:0.1|. Reported procedure: 1(2-Dimethylaminoethyl)-1,4-dihydro-7-methyl-4-oxo-1,8-naphthyridine-3-carboxylic acid, hydrochloride (4.6 g) and N,N'-carbonyldiimidazole (2.75 g) in dimethylformamide (40 ml) were stirred and heated to 90° for 2 hours. 5-Amino-1H-tetrazole (1.45 G) was added and the mixture was heated to 40° and stirred for 36 hours. The solid was collected, m.p. 305°-307° (d). (39%). The reactants are C1(=CC=CC=C1)C1OC2=C(OC1C(=O)O)C=CC=C2 ((3-phenyl-1,4-benzodioxan-2-yl)-carboxylic acid), P(Cl)(Cl)(Cl)(Cl)Cl (PCl5), C(C)(C)N (isopropylamine). Run in C1=CC=CC=C1 (benzene), C1=CC=CC=C1 (benzene). Conditions: time 2 hour. The product is C(C)(C)NC(=O)C1C(OC2=C(O1)C=CC=C2)C2=CC=CC=C2 (N-isopropyl-(3-phenyl-1,4-benzodioxan-2-yl)-carboxamide). RXN SMILES: [C:1]1([CH:7]2[CH:12]([C:13]([OH:15])=O)[O:11][C:10]3[CH:16]=[CH:17][CH:18]=[CH:19][C:9]=3[O:8]2)[CH:6]=[CH:5][CH:4]=[CH:3][CH:2]=1.P(Cl)(Cl)(Cl)(Cl)Cl.[CH:26]([NH2:29])([CH3:28])[CH3:27]>C1C=CC=CC=1>[CH:26]([NH:29][C:13]([CH:12]1[O:11][C:10]2[CH:16]=[CH:17][CH:18]=[CH:19][C:9]=2[O:8][CH:7]1[C:1]1[CH:2]=[CH:3][CH:4]=[CH:5][CH:6]=1)=[O:15])([CH3:28])[CH3:27]. Reported procedure: To 22 g of (3-phenyl-1,4-benzodioxan-2-yl)-carboxylic acid in 300 cc of anhydrous benzene are added 18.1 g of PCl5 in portions with cooling. After 2 hours the reaction mixture is added to a cold solution of isopropylamine in anhydrous benzene. After stirring for 2 hours, the product is poured onto ice. The organic phase is separated, washed with H2O and finally dried over Na2SO4. The solvent is removed under vacuum. The residue is crystallised from isopropyl alcohol, m.p. = 196°-8°. Reactants: Cc1cccc(C=C2c3ccccc3CCc3ccccc32)c1, CCOC(C)=O, CCO, [H][H]. The product is Cc1cccc(CC2c3ccccc3CCc3ccccc32)c1. As a reaction SMILES: [CH3:1][c:2]1[cH:3][c:4]([CH:5]=[C:6]2[c:7]3[c:8]([cH:17][cH:18][cH:19][cH:20]3)[CH2:9][CH2:10][c:11]3[c:12]2[cH:13][cH:14][cH:15][cH:16]3)[cH:21][cH:22][cH:23]1.[CH3:24][CH2:25][O:26][C:27](=[O:28])[CH3:29].[CH3:32][CH2:33][OH:34].[H:30][H:31]>>[CH3:1][c:2]1[cH:3][c:4]([CH2:5][CH:6]2[c:7]3[c:8]([cH:17][cH:18][cH:19][cH:20]3)[CH2:9][CH2:10][c:11]3[c:12]2[cH:13][cH:14][cH:15][cH:16]3)[cH:21][cH:22][cH:23]1. The reactants are ClC1=NC(=CC(=N1)OC1=CC=CC2=C1N=C(S2)NC(C)=O)C2=CC=C(C=C2)C(F)(F)F (N-{4-[2-chloro-6-(4-trifluoromethyl-phenyl)-pyrimidin-4-yloxy]-benzo[d]thiazol-2-yl}-acetamide), CC1(OB(OC1(C)C)C1=CCN(CC1)C(=O)OC(C)(C)C)C (tert-butyl 4-(4,4,5,5-tetramethyl-1,3,2-dioxaborolan-2-yl)-5,6-dihydropyridine-1 (2H)-carboxylate), C(=O)([O-])[O-].[Na+].[Na+].O (Na2CO3.H2O), C(OC)COC (dimethoxyethane). The reagents and catalysts are Cl[Pd]([P](C1=CC=CC=C1)(C2=CC=CC=C2)C3=CC=CC=C3)([P](C4=CC=CC=C4)(C5=CC=CC=C5)C6=CC=CC=C6)Cl (PdCl2(PPh3)2). The solvent is O (H2O), CCO (EtOH), O (water). Conditions: temperature 120 celsius, time 10 minute. Product: C(C)(=O)NC=1SC2=C(N1)C(=CC=C2)OC2=NC(=NC(=C2)C2=CC=C(C=C2)C(F)(F)F)C2=CCN(CC2)C(=O)OC(C)(C)C (tert-Butyl 4-(4-(2-acetamidobenzo[d]thiazol-4-yloxy)-6-(4-(trifluoromethyl)-phenyl)pyrimidin-2-yl)-5,6-dihydropyridine-1 (2H)-carboxylate). Reaction SMILES: Cl[C:2]1[N:7]=[C:6]([O:8][C:9]2[C:14]3[N:15]=[C:16]([NH:18][C:19](=[O:21])[CH3:20])[S:17][C:13]=3[CH:12]=[CH:11][CH:10]=2)[CH:5]=[C:4]([C:22]2[CH:27]=[CH:26][C:25]([C:28]([F:31])([F:30])[F:29])=[CH:24][CH:23]=2)[N:3]=1.CC1(C)C(C)(C)OB([C:40]2[CH2:45][CH2:44][N:43]([C:46]([O:48][C:49]([CH3:52])([CH3:51])[CH3:50])=[O:47])[CH2:42][CH:41]=2)O1.C([O-])([O-])=O.[Na+].[Na+].O.C(COC)OC>O.Cl[Pd](Cl)([P](C1C=CC=CC=1)(C1C=CC=CC=1)C1C=CC=CC=1)[P](C1C=CC=CC=1)(C1C=CC=CC=1)C1C=CC=CC=1.CCO>[C:19]([NH:18][C:16]1[S:17][C:13]2[CH:12]=[CH:11][CH:10]=[C:9]([O:8][C:6]3[CH:5]=[C:4]([C:22]4[CH:27]=[CH:26][C:25]([C:28]([F:31])([F:30])[F:29])=[CH:24][CH:23]=4)[N:3]=[C:2]([C:40]4[CH2:45][CH2:44][N:43]([C:46]([O:48][C:49]([CH3:52])([CH3:51])[CH3:50])=[O:47])[CH2:42][CH:41]=4)[N:7]=3)[C:14]=2[N:15]=1)(=[O:21])[CH3:20] |f:2.3.4.5,^1:70,89|. Reported procedure: A mixture of N-{4-[2-chloro-6-(4-trifluoromethyl-phenyl)-pyrimidin-4-yloxy]-benzo[d]thiazol-2-yl}-acetamide (279 mg, 0.6 mmol, Example 7(d)), tert-butyl 4-(4,4,5,5-tetramethyl-1,3,2-dioxaborolan-2-yl)-5,6-dihydropyridine-1 (2H)-carboxylate (309 mg, 1.0 mmol, ChemShop), PdCl2(PPh3)2 (42 mg, 0.06 mmol, Aldrich), Na2CO3.H2O (74 mg, 0.6 mmol), dimethoxyethane (0.7 mL), H2O (0.3 mL) and EtOH (0.2 mL) was heated in a microwave synthesizer at 120° C. with stirring for 10 min. The reaction mixture was d...